describe an organic reaction: reactants, conditions, products, and yield From a dataset of the Open Reaction Database (ORD), a public repository of structured organic reaction records. Reactants: ClC1=CC=C(C=C1)C(C(=O)O)OC1=CC(=CC=C1)C(F)(F)F ((−)4-chlorophenyl-(3-trifluoromethylphenoxy)-acetic acid), O=S(Cl)Cl (SOCl2). Run in C(Cl)(Cl)Cl (CHCl3). Reaction conditions: temperature 68 celsius. Yields the product ClC1=CC=C(C=C1)C(C(=O)Cl)OC1=CC(=CC=C1)C(F)(F)F ((−)4-Chlorophenyl-(3-trifluoromethylphenoxy)-acetyl Chloride). RXN SMILES: [Cl:1][C:2]1[CH:7]=[CH:6][C:5]([CH:8]([O:12][C:13]2[CH:18]=[CH:17][CH:16]=[C:15]([C:19]([F:22])([F:21])[F:20])[CH:14]=2)[C:9](O)=[O:10])=[CH:4][CH:3]=1.O=S(Cl)[Cl:25]>C(Cl)(Cl)Cl>[Cl:1][C:2]1[CH:7]=[CH:6][C:5]([CH:8]([O:12][C:13]2[CH:18]=[CH:17][CH:16]=[C:15]([C:19]([F:22])([F:21])[F:20])[CH:14]=2)[C:9]([Cl:25])=[O:10])=[CH:4][CH:3]=1. Procedure: A 2-L evaporation flask with magnetic stirrer, Claissen adapter, pot thermometer and a reflux condenser routed to a gas scrubber was charged with (−)4-chlorophenyl-(3-trifluoromethylphenoxy)-acetic acid (143 g, 0.42 mole based on 97% purity) and CHCl3 (170 ml) and heated to boiling in order to dissolve. SOCl2 (38 ml, 62.1 gm, 0.52 mole) was added. The mixture was heated to reflux (68° C. final) for 4.5 hours and then stripped of volatiles to obtain 151 g yellow, turbid liquid (103% apparent yiel... The reactants are C1(CCCC1)N1CCN(CC1)C(=O)C=1C=C2C=C(NC2=CC1)C(=O)N1CCC(CC1)(F)F ([5-(4-Cyclopentyl-piperazine-1-carbonyl)-1H-indol-2-yl]-(4,4-difluoro-piperidin-1-yl)-methanone), COC(=O)C1=CC=C(C=C1)B(O)O (4-methoxycarbonylphenylboronic acid), N1=CC=CC=C1 (pyridine). Reagents/catalysts: C(C)(=O)[O-].[Cu+2].C(C)(=O)[O-] (copper(II) acetate). Run in ClCCl (dichloromethane). The product is COC(C1=CC=C(C=C1)N1C(=CC2=CC(=CC=C12)C(=O)N1CCN(CC1)C1CCCC1)C(=O)N1CCC(CC1)(F)F)=O (4-[5-(4-Cyclopentyl-piperazine-1-carbonyl)-2-(4,4-difluoro-piperidine-1-carbonyl)-indol-1-yl]-benzoic acid methyl ester). Isolated yield 67.0%. Reaction SMILES: [CH:1]1([N:6]2[CH2:11][CH2:10][N:9]([C:12]([C:14]3[CH:15]=[C:16]4[C:20](=[CH:21][CH:22]=3)[NH:19][C:18]([C:23]([N:25]3[CH2:30][CH2:29][C:28]([F:32])([F:31])[CH2:27][CH2:26]3)=[O:24])=[CH:17]4)=[O:13])[CH2:8][CH2:7]2)[CH2:5][CH2:4][CH2:3][CH2:2]1.[CH3:33][O:34][C:35]([C:37]1[CH:42]=[CH:41][C:40](B(O)O)=[CH:39][CH:38]=1)=[O:36].N1C=CC=CC=1>ClCCl.C([O-])(=O)C.[Cu+2].C([O-])(=O)C>[CH3:33][O:34][C:35](=[O:36])[C:37]1[CH:42]=[CH:41][C:40]([N:19]2[C:20]3[C:16](=[CH:15][C:14]([C:12]([N:9]4[CH2:8][CH2:7][N:6]([CH:1]5[CH2:5][CH2:4][CH2:3][CH2:2]5)[CH2:11][CH2:10]4)=[O:13])=[CH:22][CH:21]=3)[CH:17]=[C:18]2[C:23]([N:25]2[CH2:26][CH2:27][C:28]([F:31])([F:32])[CH2:29][CH2:30]2)=[O:24])=[CH:39][CH:38]=1 |f:4.5.6|. Procedure: The title compound was synthesized in analogy to example 66, from [5-(4-cyclopentyl-piperazine-1-carbonyl)-1H-indol-2-yl]-(4,4-difluoro-piperidin-1-yl)-methanone (example 8), 4-methoxycarbonylphenylboronic acid, copper(II) acetate and pyridine in dichloromethane, to give the desired product as a white foam (67%). Starting materials: 3-N, [Na] (sodium), C(C)OC(C(C#N)=CO)OCC (hydroxymethylene-cyanacetaldehyde diethylacetal), Cl (hydrochloric acid), Cl.C(CC)C1=CC=C(C(=N)N)C=C1 (p-n-propylbenzamidine hydrochloride). Run in O (water). Reaction conditions: temperature 100 celsius, time 5 minute. Product: C(#N)C=1C=NC(=NC1)C1=CC=C(C=C1)CCC (5-cyano-2-(4-n-propylphenyl)-pyrimidine). As a reaction SMILES: [Na].C(O[CH:5](OCC)[C:6](=[CH:9]O)[C:7]#[N:8])C.Cl.[CH2:15]([C:18]1[CH:26]=[CH:25][C:21]([C:22]([NH2:24])=[NH:23])=[CH:20][CH:19]=1)[CH2:16][CH3:17].Cl>O>[C:7]([C:6]1[CH:5]=[N:23][C:22]([C:21]2[CH:25]=[CH:26][C:18]([CH2:15][CH2:16][CH3:17])=[CH:19][CH:20]=2)=[N:24][CH:9]=1)#[N:8] |f:2.3,^1:0|. Reported procedure: 3.26 G. of the crude sodium salt of hydroxymethylene-cyanacetaldehyde diethylacetal are dissolved in 20 ml. of water with stirring. 4.51 G. of p-n-propylbenzamidine hydrochloride are added and the resulting solution, which reacts alkaline, is adjusted to pH 4-5 with 1 ml. of 3-N hydrochloric acid. After stirring for 5 minutes, the mixture is concentrated to dryness at 50° C. in vacuo and the residue is left to stand at room temperature with 50 ml. of acetic anhydride for 16 hours. Then, the mixt... Reactants: FC1=C(C=O)C(=CC=C1)F (2,6-difluorobenzaldehyde), NC=1C=C2[C@H]3[C@@H](N4C2=C(C1)CSCC4)CCN(C3)C(=O)OC(C)(C)C (tert-butyl (7bR,11aS)-6-amino-1,2,7b,10,11,11a-hexahydro-4H-pyrido[4,3-b][1,4]thiazepino[6,5,4-hi]indole-9(8H)-carboxylate). Procedure: Using 2,6-difluorobenzaldehyde and following the procedures described in EXAMPLE 126, tert-butyl (7bR,11aS)-6-amino-1,2,7b,10,11,11a-hexahydro-4H-pyrido[4,3-b][1,4]thiazepino[6,5,4-hi]indole-9(8H)-carboxylate from EXAMPLE 33, Part B was converted into the title compound of EXAMPLE 161. 1H NMR (CDCl3) δ: 7.23-7.15 (m, 1H), 6.88-6.80 (m, 2H), 6.42 (s, 1H), 6.28 (s, 1H), 4.31 (broad s, 2H), 3.64 (s, 2H), 3.55-3.45 (m, 1H), 3.37-3.23 (m, 2H), 3.15-2.80 (m, 6H), 2.60-2.50 (m, 1H), 2.05-1.82 (m, 2H). ... Yields the product FC1=C(CNC=2C=C3[C@H]4[C@@H](N5C3=C(C2)CSCC5)CCNC4)C(=CC=C1)F ((7bR,11aS)-N-(2,6-difluorobenzyl)-1,2,7b,8,9,10,11,11a-octahydro-4H-pyrido[4,3-b][1,4]thiazepino[6,5,4-hi]indol-6-amine). Reaction SMILES: [F:1][C:2]1[CH:9]=[CH:8][CH:7]=[C:6]([F:10])[C:3]=1[CH:4]=O.[NH2:11][C:12]1[CH:13]=[C:14]2[C:18]3=[C:19]([CH2:21][S:22][CH2:23][CH2:24][N:17]3[C@H:16]3[CH2:25][CH2:26][N:27](C(OC(C)(C)C)=O)[CH2:28][C@@H:15]23)[CH:20]=1>>[F:1][C:2]1[CH:9]=[CH:8][CH:7]=[C:6]([F:10])[C:3]=1[CH2:4][NH:11][C:12]1[CH:13]=[C:14]2[C:18]3=[C:19]([CH2:21][S:22][CH2:23][CH2:24][N:17]3[C@H:16]3[CH2:25][CH2:26][NH:27][CH2:28][C@@H:15]23)[CH:20]=1. The reactants are CC(C)(C)OC(=O)N1CCC(C(=O)c2ccccc2C(F)(F)F)CC1, ClCCl, O=C(O)C(F)(F)F. Yields the product O=C(c1ccccc1C(F)(F)F)C1CCNCC1. As a reaction SMILES: [C:1]([O:2][C:3](=[O:4])[N:8]1[CH2:9][CH2:10][CH:11]([C:14]([c:15]2[c:16]([C:21]([F:22])([F:23])[F:24])[cH:17][cH:18][cH:19][cH:20]2)=[O:25])[CH2:12][CH2:13]1)([CH3:5])([CH3:6])[CH3:7].[Cl:33][CH2:34][Cl:35].[OH:26][C:27]([C:28]([F:29])([F:30])[F:31])=[O:32]>>[NH:8]1[CH2:9][CH2:10][CH:11]([C:14]([c:15]2[c:16]([C:21]([F:22])([F:23])[F:24])[cH:17][cH:18][cH:19][cH:20]2)=[O:25])[CH2:12][CH2:13]1.